Task: describe an organic reaction: reactants, conditions, products, and yield. Dataset: the Open Reaction Database (ORD), a public repository of structured organic reaction records Reactants: [OH-].OC1=C(SC2=[N+]1CCC1=C2SC=C1)C1=CC(=CC=C1)F (5,6-dihydro-3-hydroxy-2-(m-fluorophenyl)-thiazolo-[3,2-a]thieno[2,3-c]pyridinium hydroxide), CC(C#C)=O (3-butyn-2-one). Solvent: C1(=CC=CC=C1)C (toluene). Product: C(C)(=O)C=1C=C(C(N2CCC3=C(C12)SC=C3)=O)C3=CC(=CC=C3)F (10-acetyl-4,5-dihydro-8-(m-fluorophenyl)-7H-thieno[2,3-a]quinolizin-7-one). RXN SMILES: [OH-].[OH:2][C:3]1[N+:7]2[CH2:8][CH2:9][C:10]3[CH:14]=[CH:13][S:12][C:11]=3[C:6]=2S[C:4]=1[C:15]1[CH:20]=[CH:19][CH:18]=[C:17]([F:21])[CH:16]=1.[CH3:22][C:23](=[O:26])[C:24]#[CH:25]>C1(C)C=CC=CC=1>[C:23]([C:24]1[CH:25]=[C:4]([C:15]2[CH:20]=[CH:19][CH:18]=[C:17]([F:21])[CH:16]=2)[C:3](=[O:2])[N:7]2[C:6]=1[C:11]1[S:12][CH:13]=[CH:14][C:10]=1[CH2:9][CH2:8]2)(=[O:26])[CH3:22] |f:0.1|. Reported procedure: A solution of 0.303 g of 5,6-dihydro-3-hydroxy-2-(m-fluorophenyl)-thiazolo-[3,2-a]thieno[2,3-c]pyridinium hydroxide (internal salt) and 0.145 ml of 3-butyn-2-one in 5 ml of toluene was heated under reflux for 1 hour. The solvent is evaporated in vacuo and the residue is chromatographed over silica gel with toluene/ethyl acetate (1:1). After recrystallization from ethanol, there was obtained 10-acetyl-4,5-dihydro-8-(m-fluorophenyl)-7H-thieno[2,3-a]quinolizin-7-one of m.p. 109°-110°. Reactants: CON=C(C(=O)NC1[C@@H]2N(C(=C(CS2)CSC=C)C(=O)OCC2=CC=C(C=C2)[N+](=O)[O-])C1=O)C=1N=C(SC1)NC(C(F)(F)F)=O (p-Nitrobenzyl 7-[2-methoxyimino-2-{2-(2,2,2-trifluoroacetamido)thiazol-4-yl}acetamido]-3-vinylthiomethyl-3-cephem-4-carboxylate), [H][H] (hydrogen), C(C)O (ethanol), P(=O)([O-])([O-])[O-] (phosphate). Reagents/catalysts: [Pd] (palladium on carbon). Solvent: O1CCCC1 (tetrahydrofuran). The product is CON=C(C(=O)NC1[C@@H]2N(C(=C(CS2)CSC=C)C(=O)O)C1=O)C=1N=C(SC1)NC(C(F)(F)F)=O (7-[2-methoxyimino-2-{2-(2,2,2-trifluoroacetamido)thiazol-4-yl}acetamido]-3-vinylthiomethyl-3-cephem-4-carboxylic acid). Isolated yield 37.3%. Reaction SMILES: [CH3:1][O:2][N:3]=[C:4]([C:34]1[N:35]=[C:36]([NH:39][C:40](=[O:45])[C:41]([F:44])([F:43])[F:42])[S:37][CH:38]=1)[C:5]([NH:7][CH:8]1[C:32](=[O:33])[N:10]2[C:11]([C:19]([O:21]CC3C=CC([N+]([O-])=O)=CC=3)=[O:20])=[C:12]([CH2:15][S:16][CH:17]=[CH2:18])[CH2:13][S:14][C@H:9]12)=[O:6].[H][H].C(O)C.P([O-])([O-])([O-])=O>[Pd].O1CCCC1>[CH3:1][O:2][N:3]=[C:4]([C:34]1[N:35]=[C:36]([NH:39][C:40](=[O:45])[C:41]([F:43])([F:42])[F:44])[S:37][CH:38]=1)[C:5]([NH:7][CH:8]1[C:32](=[O:33])[N:10]2[C:11]([C:19]([OH:21])=[O:20])=[C:12]([CH2:15][S:16][CH:17]=[CH2:18])[CH2:13][S:14][C@H:9]12)=[O:6]. Reported procedure: p-Nitrobenzyl 7-[2-methoxyimino-2-{2-(2,2,2-trifluoroacetamido)thiazol-4-yl}acetamido]-3-vinylthiomethyl-3-cephem-4-carboxylate (syn isomer) (100 mg) was hydrogenated in the presence of 5% palladium on carbon under an atmospheric pressure of hydrogen in a mixture of tetrahydrofuran (6 ml), ethanol (0.6 ml) and 0.025M phosphate buffer solution (pH 6.85, 6.4 ml) at ambient temperature for 1.5 hours. The catalyst was filtered off and washed with ethyl acetate and a saturated aqueous solution of sod... The reactants are C1(CC1)N(C(=O)[C@H]1CNCC[C@@H]1C1=CC=C(C=C1)OCCOC1=C(C=C(C=C1Cl)C)Cl)CC=1C=C(OC[C@@H]2[C@H](C2)C(=O)OCC)C=C(C1)CCCOC (Ethyl (1S,2S)-2-{[3-({cyclopropyl[((3R,4S)-4-{4-[2-(2,6-dichloro-4-methylphenoxy)-ethoxy]phenyl}piperidin-3-yl)carbonyl]amino}methyl)-5-(3-methoxypropyl)phen-oxy]methyl}cyclopropanecarboxylate), [Na] (sodium). The product is C1(CC1)N(C(=O)[C@H]1CNCC[C@@H]1C1=CC=C(C=C1)OCCOC1=C(C=C(C=C1Cl)C)Cl)CC=1C=C(OC[C@@H]2[C@H](C2)C(=O)O)C=C(C1)CCCOC ((1S,2S)-2-{[3-({Cyclopropyl[((3R,4S)-4-{4-[2-(2,6-dichloro-4-methylphenoxy)-ethoxy]phenyl}piperidin-3-yl)carbonyl]amino}methyl)-5-(3-methoxypropyl)phen-oxy]methyl}cyclopropanecarboxylic Acid). Reaction SMILES: [CH:1]1([N:4]([CH2:32][C:33]2[CH:34]=[C:35]([CH:46]=[C:47]([CH2:49][CH2:50][CH2:51][O:52][CH3:53])[CH:48]=2)[O:36][CH2:37][C@H:38]2[CH2:40][C@@H:39]2[C:41]([O:43]CC)=[O:42])[C:5]([C@@H:7]2[C@@H:12]([C:13]3[CH:18]=[CH:17][C:16]([O:19][CH2:20][CH2:21][O:22][C:23]4[C:28]([Cl:29])=[CH:27][C:26]([CH3:30])=[CH:25][C:24]=4[Cl:31])=[CH:15][CH:14]=3)[CH2:11][CH2:10][NH:9][CH2:8]2)=[O:6])[CH2:3][CH2:2]1.[Na]>>[CH:1]1([N:4]([CH2:32][C:33]2[CH:34]=[C:35]([CH:46]=[C:47]([CH2:49][CH2:50][CH2:51][O:52][CH3:53])[CH:48]=2)[O:36][CH2:37][C@H:38]2[CH2:40][C@@H:39]2[C:41]([OH:43])=[O:42])[C:5]([C@@H:7]2[C@@H:12]([C:13]3[CH:14]=[CH:15][C:16]([O:19][CH2:20][CH2:21][O:22][C:23]4[C:28]([Cl:29])=[CH:27][C:26]([CH3:30])=[CH:25][C:24]=4[Cl:31])=[CH:17][CH:18]=3)[CH2:11][CH2:10][NH:9][CH2:8]2)=[O:6])[CH2:3][CH2:2]1 |^1:53|. Reported procedure: Prepared according to the procedure described in Example 2 but using instead ethyl (1S,2S)-2-{[3-({cyclopropyl[((3R,4S)-4-{4-[2-(2,6-dichloro-4-methylphenoxy)-ethoxy]phenyl}piperidin-3-yl)carbonyl]amino}methyl)-5-(3-methoxypropyl)phen-oxy]methyl}cyclopropanecarboxylate (Example 7) as the starting material. The sodium salt of the title compound was a foam.